The task is: describe an organic reaction: reactants, conditions, products, and yield. This data is from the Open Reaction Database (ORD), a public repository of structured organic reaction records. Starting materials: ClC=1C=CC(=C(C1)C1=C(C=NN1)NC(=O)C=1C=NN2C1N=CC=C2)OC (N-(5-(5-chloro-2-methoxyphenyl)-1H-pyrazol-4-yl)pyrazolo[1,5-a]pyrimidine-3-carboxamide), CC1(C)CO1 (isobutylene oxide), C([O-])([O-])=O.[Cs+].[Cs+] (cesium carbonate). The solvent is CN(C)C=O (DMF). Reaction conditions: temperature 40 celsius, time 15 hour. The product is ClC=1C=CC(=C(C1)C1=NN(C=C1NC(=O)C=1C=NN2C1N=CC=C2)CC(C)(C)O)OC (N-(3-(5-chloro-2-methoxyphenyl)-1-(2-hydroxy-2-methylpropyl)-1H-pyrazol-4-yl)pyrazolo[1,5-a]pyrimidine-3-carboxamide). Isolated yield 40.1%. Reaction SMILES: [Cl:1][C:2]1[CH:3]=[CH:4][C:5]([O:25][CH3:26])=[C:6]([C:8]2[NH:12][N:11]=[CH:10][C:9]=2[NH:13][C:14]([C:16]2[CH:17]=[N:18][N:19]3[CH:24]=[CH:23][CH:22]=[N:21][C:20]=23)=[O:15])[CH:7]=1.[CH3:27][C:28]1([O:31][CH2:30]1)[CH3:29].C(=O)([O-])[O-].[Cs+].[Cs+]>CN(C=O)C>[Cl:1][C:2]1[CH:3]=[CH:4][C:5]([O:25][CH3:26])=[C:6]([C:8]2[C:9]([NH:13][C:14]([C:16]3[CH:17]=[N:18][N:19]4[CH:24]=[CH:23][CH:22]=[N:21][C:20]=34)=[O:15])=[CH:10][N:11]([CH2:27][C:28]([OH:31])([CH3:30])[CH3:29])[N:12]=2)[CH:7]=1 |f:2.3.4|. Procedure details: To a solution of N-(5-(5-chloro-2-methoxyphenyl)-1H-pyrazol-4-yl)pyrazolo[1,5-a]pyrimidine-3-carboxamide (102.7 mg, 0.279 mmol) in 3 mL, DMF was added isobutylene oxide (0.20 mL, 2.2 mmol) and cesium carbonate (180.0 mg, 0.5524 mmol). The reaction was stirred at 40° C. for 15 hours. The reaction mixture was partitioned between ethyl acetate and water, and the organic portion washed with brine, dried over magnesium sulfate, and concentrated. The crude product was purified by reverse phase HPLC an... Starting materials: ClC1=NSC(=N1)Cl (3,5-dichloro-1,2,4-thiadiazole), C(=O)([O-])[O-].[Na+].[Na+] (Na2CO3), CN1N=CC2=CC(=CC=C12)B(O)O ((1-methyl-1H-indazol-5-yl)boronic acid). The reagents and catalysts are C=1C=CC(=CC1)[P](C=2C=CC=CC2)(C=3C=CC=CC3)[Pd]([P](C=4C=CC=CC4)(C=5C=CC=CC5)C=6C=CC=CC6)([P](C=7C=CC=CC7)(C=8C=CC=CC8)C=9C=CC=CC9)[P](C=1C=CC=CC1)(C=1C=CC=CC1)C=1C=CC=CC1 (Pd(Ph3P)4). The solvent is CN(C)C=O (DMF), CCOC(=O)C (EtOAc). Reaction conditions: temperature 80 celsius, time 2 hour. Product: ClC1=NSC(=N1)C=1C=C2C=NN(C2=CC1)C (3-Chloro-5-(1-methyl-1H-indazol-5-yl)-1,2,4-thiadiazole). Reaction SMILES: [Cl:1][C:2]1[N:6]=[C:5](Cl)[S:4][N:3]=1.C([O-])([O-])=O.[Na+].[Na+].[CH3:14][N:15]1[C:23]2[C:18](=[CH:19][C:20](B(O)O)=[CH:21][CH:22]=2)[CH:17]=[N:16]1>CN(C=O)C.CCOC(C)=O.C1C=CC([P]([Pd]([P](C2C=CC=CC=2)(C2C=CC=CC=2)C2C=CC=CC=2)([P](C2C=CC=CC=2)(C2C=CC=CC=2)C2C=CC=CC=2)[P](C2C=CC=CC=2)(C2C=CC=CC=2)C2C=CC=CC=2)(C2C=CC=CC=2)C2C=CC=CC=2)=CC=1>[Cl:1][C:2]1[N:6]=[C:5]([C:20]2[CH:19]=[C:18]3[C:23](=[CH:22][CH:21]=2)[N:15]([CH3:14])[N:16]=[CH:17]3)[S:4][N:3]=1 |f:1.2.3,^1:41,43,62,81|. Reported procedure: A solution of 3,5-dichloro-1,2,4-thiadiazole (100 mg, 0.645 mmol), Na2CO3 (0.968 mL, 1.935 mmol) and (1-methyl-1H-indazol-5-yl)boronic acid (114 mg, 0.645 mmol) in DMF (4 mL) was degassed under N2 for 10 min. Pd(Ph3P)4 (149 mg, 0.129 mmol) was added and the mixture was stirred at 80° C. for 2 h. The reaction mixture was cooled to ambient temperature and diluted with EtOAc. The organics were washed with water, brine, dried (Na2SO4), filtered and concentrated in vacuo. The residue was purified by ... The reactants are CCOC(C)=O, C1COCCO1, C1CCOC1, CNC(=O)Nc1ccc(B2OC(C)(C)C(C)(C)O2)cc1, CCCCCC, CC(C)(O)CN1C(=O)C2(C)COCCN2c2nc(Cl)ncc21, [Na+], O=C([O-])O. The product is CNC(=O)Nc1ccc(-c2ncc3c(n2)N2CCOCC2(C)C(=O)N3CC(C)(C)O)cc1. As a reaction SMILES: [C:48]([O:49][CH2:50][CH3:51])(=[O:52])[CH3:53].[CH2:60]1[O:61][CH2:62][CH2:63][O:64][CH2:65]1.[CH2:66]1[O:67][CH2:68][CH2:69][CH2:70]1.[CH3:23][NH:24][C:25](=[O:26])[NH:27][c:28]1[cH:29][cH:30][c:31]([B:34]2[O:35][C:36]([CH3:37])([CH3:38])[C:39]([CH3:40])([CH3:41])[O:42]2)[cH:32][cH:33]1.[CH3:54][CH2:55][CH2:56][CH2:57][CH2:58][CH3:59].[Cl:1][c:2]1[n:3][c:4]2[c:9]([cH:10][n:11]1)[N:8]([CH2:12][C:13]([CH3:14])([CH3:15])[OH:16])[C:7](=[O:17])[C:6]1([CH3:22])[N:5]2[CH2:21][CH2:20][O:19][CH2:18]1.[Na+:47].[O-:43][C:44]([OH:45])=[O:46]>>[c:2]1(-[c:31]2[cH:30][cH:29][c:28]([NH:27][C:25]([NH:24][CH3:23])=[O:26])[cH:33][cH:32]2)[n:3][c:4]2[c:9]([cH:10][n:11]1)[N:8]([CH2:12][C:13]([CH3:14])([CH3:15])[OH:16])[C:7](=[O:17])[C:6]1([CH3:22])[N:5]2[CH2:21][CH2:20][O:19][CH2:18]1. Reactants: C1(CCC1)N1CCC(CC1)OC1=CC=C(C=C1)C1(CCOCC1)C#N (4-{4-[(1-cyclobutyl-4-piperidinyl)oxy]phenyl}tetrahydro-2H-pyran-4-carbonitrile), [H-].[Al+3].[Li+].[H-].[H-].[H-] (lithium aluminium hydride), intermediate 51. Product: C1(CCC1)N1CCC(CC1)OC1=CC=C(C=C1)C1(CCOCC1)CN (1-(4-{4-[(1-cyclobutylpiperidin-4-yl)oxy]phenyl}tetrahydro-2H-pyran-4-yl)methanamine). Isolated yield 100.0%. RXN SMILES: [CH:1]1([N:5]2[CH2:10][CH2:9][CH:8]([O:11][C:12]3[CH:17]=[CH:16][C:15]([C:18]4([C:24]#[N:25])[CH2:23][CH2:22][O:21][CH2:20][CH2:19]4)=[CH:14][CH:13]=3)[CH2:7][CH2:6]2)[CH2:4][CH2:3][CH2:2]1.[H-].[Al+3].[Li+].[H-].[H-].[H-]>>[CH:1]1([N:5]2[CH2:10][CH2:9][CH:8]([O:11][C:12]3[CH:17]=[CH:16][C:15]([C:18]4([CH2:24][NH2:25])[CH2:19][CH2:20][O:21][CH2:22][CH2:23]4)=[CH:14][CH:13]=3)[CH2:7][CH2:6]2)[CH2:4][CH2:3][CH2:2]1 |f:1.2.3.4.5.6|. Procedure: The title compound (1.05 g, 100%) was prepared from 4-{4-[(1-cyclobutyl-4-piperidinyl)oxy]phenyl}tetrahydro-2H-pyran-4-carbonitrile and lithium aluminium hydride similarly to the procedure used for intermediate 51. LRMS APCI+ m/z 345 [MH]+. Starting materials: COC(=O)CCc1oc(-n2ccnc2C)nc1-c1ccc(C(F)(F)F)cc1, Cc1ccccc1. Yields the product Cc1nccn1-c1nc(-c2ccc(C(F)(F)F)cc2)c(CCCO)o1. As a reaction SMILES: [CH3:1][c:2]1[n:3](-[c:7]2[o:8][c:9]([CH2:22][CH2:23][C:24](=[O:25])[O:26][CH3:27])[c:10](-[c:12]3[cH:13][cH:14][c:15]([C:18]([F:19])([F:20])[F:21])[cH:16][cH:17]3)[n:11]2)[cH:4][cH:5][n:6]1.[CH3:28][c:29]1[cH:30][cH:31][cH:32][cH:33][cH:34]1>>[CH3:1][c:2]1[n:3](-[c:7]2[o:8][c:9]([CH2:22][CH2:23][CH2:24][OH:25])[c:10](-[c:12]3[cH:13][cH:14][c:15]([C:18]([F:19])([F:20])[F:21])[cH:16][cH:17]3)[n:11]2)[cH:4][cH:5][n:6]1. The reagents and catalysts are [Pd] (Pd—C). The product is C(C)(C)C=1NC2=C(N1)C=CC(=C2)N (2-Isopropyl-5-aminobenzimidazole). The solvent is MeOR, CCOC(=O)C (EtOAc), C(C(C)C)(=O)O (isobutyric acid). Reaction SMILES: [N+](C1C=CC(N)=C(N)C=1)([O-])=O.[CH:12]([C:15]1[NH:16][C:17]2[CH:23]=[C:22]([N+:24]([O-])=O)[CH:21]=[CH:20][C:18]=2[N:19]=1)([CH3:14])[CH3:13].[N+](C1NC2C=CC=CC=2N=1)([O-])=O>C(O)(=O)C(C)C.CCOC(C)=O.[Pd]>[CH:12]([C:15]1[NH:16][C:17]2[CH:23]=[C:22]([NH2:24])[CH:21]=[CH:20][C:18]=2[N:19]=1)([CH3:14])[CH3:13]. Reaction conditions: time 12 hour. The yield is 92.0%. Procedure: A solution of 4-nitro-1,2-phenylenediamine (0.9 g, 5.9 mmol) in 5 ml of isobutyric acid was stirred at reflux for 12 h. The reaction mixture was concentrated in vacuo to yield a dark brown residue, which was dissolved in 100 ml of EtOAc and washed with aqueous NaHCO3. Organic layer was dried over MgSO4 and concentrated in vacuo, yielding an oil which was characterized as 2-isopropyl-5-nitrobenzimidazole and subjected to a following reaction without further purification. The nitrobenzimidazole an... The reactants are [N+](=O)([O-])C=1NC2=C(N1)C=CC=C2 (nitrobenzimidazole), C(C)(C)C=1NC2=C(N1)C=CC(=C2)[N+](=O)[O-] (2-isopropyl-5-nitrobenzimidazole), [N+](=O)([O-])C1=CC(=C(C=C1)N)N (4-nitro-1,2-phenylenediamine).